describe an organic reaction: reactants, conditions, products, and yield From a dataset of the Open Reaction Database (ORD), a public repository of structured organic reaction records. The reactants are CI, [H-], [Na+], CN(C)C=O, O, CCOC(=O)c1ccc(N(C)CCO)cc1. Yields the product CCOC(=O)c1ccc(N(C)CCOC)cc1. RXN SMILES: [CH3:19][I:20].[H-:17].[Na+:18].[O:22]=[CH:23][N:24]([CH3:25])[CH3:26].[OH2:21].[OH:1][CH2:2][CH2:3][N:4]([c:5]1[cH:6][cH:7][c:8]([C:9](=[O:10])[O:11][CH2:12][CH3:13])[cH:14][cH:15]1)[CH3:16]>>[O:1]([CH2:2][CH2:3][N:4]([c:5]1[cH:6][cH:7][c:8]([C:9](=[O:10])[O:11][CH2:12][CH3:13])[cH:14][cH:15]1)[CH3:16])[CH3:19]. Starting materials: CC(=O)[C@H]1CC[C@@H]2[C@@]1(CC[C@H]3[C@H]2CC=C4[C@@]3(CC[C@@H](C4)O)C)C (pregnenolone), [I-].[NH+]1=CC=CC=C1 (pyridinium iodide), I.[NH+]1=CC=CC=C1 (pyridinium hydroiodide), II (iodine), II (iodine). Run in N1=CC=CC=C1 (pyridine). Reaction conditions: temperature 100 celsius, time 1.75 hour. Yields the product [I-].O[C@@H]1CC2=CC[C@H]3[C@@H]4CC[C@H](C(C[N+]5=CC=CC=C5)=O)[C@]4(CC[C@@H]3[C@]2(CC1)C)C ((3β-hydroxypregn-5-en-20-one-21-yl) pyridinium iodide). As a reaction SMILES: [CH3:1][C:2]([C@@H:4]1[C@@:8]2([CH3:23])[CH2:9][CH2:10][C@@H:11]3[C@@:16]4([CH3:22])[CH2:17][CH2:18][C@H:19]([OH:21])[CH2:20][C:15]4=[CH:14][CH2:13][C@H:12]3[C@@H:7]2[CH2:6][CH2:5]1)=[O:3].[I:24]I.[I-].[NH+:27]1[CH:32]=[CH:31][CH:30]=[CH:29][CH:28]=1.I.[NH+]1C=CC=CC=1>N1C=CC=CC=1>[I-:24].[OH:21][C@H:19]1[CH2:18][CH2:17][C@@:16]2([CH3:22])[C:15](=[CH:14][CH2:13][C@@H:12]3[C@@H:11]2[CH2:10][CH2:9][C@@:8]2([CH3:23])[C@H:7]3[CH2:6][CH2:5][C@@H:4]2[C:2](=[O:3])[CH2:1][N+:27]2[CH:32]=[CH:31][CH:30]=[CH:29][CH:28]=2)[CH2:20]1 |f:2.3,4.5,7.8|. Reported procedure: In a large beaker clamped in an oil bath maintained at 100° C. and containing 100 ml. of pyridine are placed 50 g. of pregnenolone. The beaker is capped with a watch glass and the mixture is stirred until solution is complete. To this mixture is added 43.3 g. of crushed iodine as quickly as possible, and the opaque black-brown solution is quickly stirred to fully dissolve the iodine as much as possible before obvious reaction, and in particular, crystallization begins. Within a few minutes a gen... Reactants: COC(=O)C1CN(c2ccc3c(c2)SCC(=O)N3C)C(=O)O1, CN, CO. Yields the product CNC(=O)C1CN(c2ccc3c(c2)SCC(=O)N3C)C(=O)O1. Reaction SMILES: [CH3:1][O:2][C:3](=[O:4])[CH:5]1[CH2:6][N:7]([c:11]2[cH:12][c:13]3[c:14]([cH:21][cH:22]2)[N:15]([CH3:20])[C:16](=[O:19])[CH2:17][S:18]3)[C:8](=[O:10])[O:9]1.[CH3:23][NH2:24].[CH3:25][OH:26]>>[C:3](=[O:4])([CH:5]1[CH2:6][N:7]([c:11]2[cH:12][c:13]3[c:14]([cH:21][cH:22]2)[N:15]([CH3:20])[C:16](=[O:19])[CH2:17][S:18]3)[C:8](=[O:10])[O:9]1)[NH:24][CH3:23]. Starting materials: ClCCl, COC(=O)c1cc2nc(C(F)(F)F)ccc2c(O)c1[N+](=O)[O-], CN(C)c1cccc2cccc(N(C)C)c12. The product is COC(=O)c1cc2nc(C(F)(F)F)ccc2c(OC)c1[N+](=O)[O-]. Reaction SMILES: [CH2:39]([Cl:40])[Cl:41].[CH3:1][O:2][C:3](=[O:4])[c:5]1[c:6]([N+:20](=[O:21])[O-:22])[c:7]([OH:19])[c:8]2[cH:9][cH:10][c:11]([C:15]([F:16])([F:17])[F:18])[n:12][c:13]2[cH:14]1.[CH3:23][N:24]([CH3:25])[c:26]1[c:27]2[c:28]([cH:29][cH:30][cH:31][c:32]2[N:33]([CH3:34])[CH3:35])[cH:36][cH:37][cH:38]1>>[CH3:1][O:2][C:3](=[O:4])[c:5]1[c:6]([N+:20](=[O:21])[O-:22])[c:7]([O:19][CH3:23])[c:8]2[cH:9][cH:10][c:11]([C:15]([F:16])([F:17])[F:18])[n:12][c:13]2[cH:14]1. Reactants: O1CCN(CC1)S(=O)(=O)C=1C=C(C(=O)O)C=CC1 (3-(Morpholinosulfonyl)benzoic acid), OS(=O)(=O)O (H2SO4), CO (methanol). The product is O1CCN(CC1)S(=O)(=O)C=1C=C(C(=O)OC)C=CC1 (methyl 3-(morpholinosulfonyl)benzoate), solid. Reaction SMILES: [O:1]1[CH2:6][CH2:5][N:4]([S:7]([C:10]2[CH:11]=[C:12]([CH:16]=[CH:17][CH:18]=2)[C:13]([OH:15])=[O:14])(=[O:9])=[O:8])[CH2:3][CH2:2]1.OS(O)(=O)=O.[CH3:24]O>>[O:1]1[CH2:6][CH2:5][N:4]([S:7]([C:10]2[CH:11]=[C:12]([CH:16]=[CH:17][CH:18]=2)[C:13]([O:15][CH3:24])=[O:14])(=[O:9])=[O:8])[CH2:3][CH2:2]1. Procedure details: 3-(Morpholinosulfonyl)benzoic acid (100 mg, 0.369 mmol) was refluxed overnight in methanol in the presence of catalytic concentrated H2SO4 at 65° C. The reaction was monitored by TLC. After completion of the reaction, the solvent was removed by vacuum and then compound was purified by column chromatography to yield the title compound as an off white solid (60 mg). 1H NMR (400 MHz, CDCl3): δ 8.38 (t, 1H, J=1.6 Hz), 8.27 (m, 1H), 7.92 (m, 1H), 7.64 (t, 1H, J=8.0 Hz), 3.95 (s, 3H), 3.73 (m, 4H), 3.... Reactants: C(C=C)(=O)[O-] (acrylate), NCCN(CCN)CCN (tris(2-aminoethyl)amine), Cl (HCl). Run in O (water). Conditions: time 4 day. The product is C(CN(CCN)CCN)N.C(C=C)(=O)N (TAEA acrylamide). RXN SMILES: [C:1]([O-:5])(=O)[CH:2]=[CH2:3].[NH2:6][CH2:7][CH2:8][N:9]([CH2:13][CH2:14][NH2:15])[CH2:10][CH2:11][NH2:12].Cl>O>[CH2:7]([NH2:6])[CH2:8][N:9]([CH2:13][CH2:14][NH2:15])[CH2:10][CH2:11][NH2:12].[C:1]([NH2:6])(=[O:5])[CH:2]=[CH2:3] |f:4.5|. Reported procedure: Poly(NHS-acrylate) (4.4 g) was suspended in a solution containing water (100 mL) and tris(2-aminoethyl)amine (30 mL) which had been adjusted to pH 9 with concentrated HCl. After 4 days of stirring, the solid was filtered off, and the wash repeated. The solid was then rinsed briefly with water twice, isopropanol once, and dried in a vacuum oven to yield 3.4 g. Reactants: ClC(=O)OCC=C (allyl chloroformate), C(C1=CC=CC=C1)N1C[C@H](CC1)OS(=O)(=O)C (methanesulphonic acid (S)-1-benzyl-pyrrolidin-3-yl ester), CO.O (methanol water). Solvent: CCCCCCC (n-heptane). Conditions: time 45 minute. Yields the product C(C=C)OC(=O)N1CC(CC1)OS(=O)(=O)C (allyl-3-methanesulphonyloxy-pyrrolidine-1-carboxylate). RXN SMILES: Cl[C:2]([O:4][CH2:5][CH:6]=[CH2:7])=[O:3].C([N:15]1[CH2:19][CH2:18][C@H:17]([O:20][S:21]([CH3:24])(=[O:23])=[O:22])[CH2:16]1)C1C=CC=CC=1.CO.O>CCCCCCC>[CH2:5]([O:4][C:2]([N:15]1[CH2:19][CH2:18][CH:17]([O:20][S:21]([CH3:24])(=[O:23])=[O:22])[CH2:16]1)=[O:3])[CH:6]=[CH2:7] |f:2.3|. Reported procedure: 6.4 ml of allyl chloroformate were added dropwise to 10.2 g of methanesulphonic acid (S)-1-benzyl-pyrrolidin-3-yl ester in 880 ml of n-heptane at room temperature within 10 minutes under argon and with slight cooling. The two-phase mixture was stirred vigorously for 2 hours 45 minutes and subsequently treated with 40 ml of methanol/water (1:1). The aqueous methanolic phase was separated, extracted with 40 ml of heptane and thereafter the methanol was distilled off on a rotary evaporator. The aqu... Reactants: CCO, [H][H], COC(=O)c1cc(C#CCCO)cs1. Yields the product COC(=O)c1cc(CCCCO)cs1. As a reaction SMILES: [CH3:17][CH2:18][OH:19].[H:15][H:16].[OH:1][CH2:2][CH2:3][C:4]#[C:5][c:6]1[cH:7][c:8]([C:11](=[O:12])[O:13][CH3:14])[s:9][cH:10]1>>[OH:1][CH2:2][CH2:3][CH2:4][CH2:5][c:6]1[cH:7][c:8]([C:11](=[O:12])[O:13][CH3:14])[s:9][cH:10]1. Reactants: CC(=O)OC(C)=O, COC(=O)CNC1CCCc2ccc(OC)cc21, O=CO. Yields the product COC(=O)CN(C=O)C1CCCc2ccc(OC)cc21. As a reaction SMILES: [CH3:19][C:20](=[O:21])[O:22][C:23](=[O:24])[CH3:25].[CH3:1][O:2][C:3]([CH2:4][NH:5][CH:6]1[CH2:7][CH2:8][CH2:9][c:10]2[cH:11][cH:12][c:13]([O:16][CH3:17])[cH:14][c:15]21)=[O:18].[CH:26]([OH:27])=[O:28]>>[CH3:1][O:2][C:3]([CH2:4][N:5]([CH:6]1[CH2:7][CH2:8][CH2:9][c:10]2[cH:11][cH:12][c:13]([O:16][CH3:17])[cH:14][c:15]21)[CH:20]=[O:21])=[O:18]. Reactants: COC(C=O)(C1=CC=C(C=C1)O)OC (4-hydroxyphenylglyoxal dimethyl acetal), CO (methanol), Cl (hydrogen chloride), [H][H] (hydrogen). The reagents and catalysts are [Pd] (Pd/C). Product: COCCC1=CC=C(C=C1)O (4-(2'-methoxyethyl)phenol). The yield is 53.0%. Reaction SMILES: CO[C:3](OC)([C:6]1[CH:11]=[CH:10][C:9]([OH:12])=[CH:8][CH:7]=1)[CH:4]=[O:5].Cl.[H][H].[CH3:18]O>[Pd]>[CH3:18][O:5][CH2:4][CH2:3][C:6]1[CH:11]=[CH:10][C:9]([OH:12])=[CH:8][CH:7]=1. Procedure details: The procedure of Example 2 was repeated with a solution of 2.00 g (10.2 mmol) 4-hydroxyphenylglyoxal dimethyl acetal in 10 g methanol containing 0.23 g (6.3) mmol) hydrogen chloride and 0.20 g moist 10% Pd/C catalyst being reacted with hydrogen ga pressurized at 170 psig at 25° C. with stirring of 550 rpm. A 53% yield of 4-(2'-methoxyethyl)phenol was obtained.